The task is: describe an organic reaction: reactants, conditions, products, and yield. This data is from the Open Reaction Database (ORD), a public repository of structured organic reaction records. Reactants: N#CC1CC(F)CN1C(=O)CN(C(=O)OCc1ccccc1)C12CCC(C(=O)On3nnc4ccccc43)(CC1)CC2, CN. Product: CNC(=O)C12CCC(N(CC(=O)N3CC(F)CC3C#N)C(=O)OCc3ccccc3)(CC1)CC2. RXN SMILES: [CH2:1]([c:2]1[cH:3][cH:4][cH:5][cH:6][cH:7]1)[O:8][C:9](=[O:10])[N:11]([C:12]12[CH2:13][CH2:14][C:15]([C:20](=[O:21])[O:22][n:23]3[c:24]4[cH:25][cH:26][cH:27][cH:28][c:29]4[n:30][n:31]3)([CH2:16][CH2:17]1)[CH2:18][CH2:19]2)[CH2:32][C:33](=[O:34])[N:35]1[CH:36]([C:41]#[N:42])[CH2:37][CH:38]([F:40])[CH2:39]1.[CH3:43][NH2:44]>>[CH2:1]([c:2]1[cH:3][cH:4][cH:5][cH:6][cH:7]1)[O:8][C:9](=[O:10])[N:11]([C:12]12[CH2:13][CH2:14][C:15]([C:20](=[O:21])[NH:44][CH3:43])([CH2:16][CH2:17]1)[CH2:18][CH2:19]2)[CH2:32][C:33](=[O:34])[N:35]1[CH:36]([C:41]#[N:42])[CH2:37][CH:38]([F:40])[CH2:39]1. Starting materials: COC(=O)C(Cc1c[nH]c2ccccc12)NC(=O)C=C1CCC(c2ccccc2)(N(C)C)CC1, CCC(C)=O, C[Si](C)(C)Cl. Product: COC(=O)C(Cc1c[nH]c2ccccc12)NC(=O)C=C1CCC(c2ccccc2)(N(C)C)CC1, Cl. RXN SMILES: [CH3:1][O:2][C:3]([CH:4]([CH2:5][c:6]1[cH:7][nH:8][c:9]2[cH:10][cH:11][cH:12][cH:13][c:14]12)[NH:15][C:16]([CH:17]=[C:18]1[CH2:19][CH2:20][C:21]([c:24]2[cH:25][cH:26][cH:27][cH:28][cH:29]2)([N:30]([CH3:31])[CH3:32])[CH2:22][CH2:23]1)=[O:33])=[O:34].[CH3:40][C:41]([CH2:42][CH3:43])=[O:44].[Cl:35][Si:36]([CH3:37])([CH3:38])[CH3:39]>>[CH3:1][O:2][C:3]([CH:4]([CH2:5][c:6]1[cH:7][nH:8][c:9]2[cH:10][cH:11][cH:12][cH:13][c:14]12)[NH:15][C:16]([CH:17]=[C:18]1[CH2:19][CH2:20][C:21]([c:24]2[cH:25][cH:26][cH:27][cH:28][cH:29]2)([N:30]([CH3:31])[CH3:32])[CH2:22][CH2:23]1)=[O:33])=[O:34].[ClH:35].